Dataset: the Open Reaction Database (ORD), a public repository of structured organic reaction records. Task: describe an organic reaction: reactants, conditions, products, and yield Reactants: FC1=C(C=CC(=C1)F)B(O)O ((2,4-difluorophenyl)boronic acid), C[C@@H]1N(CCCC1)C=1C(=NC2=CC=C(C=C2N1)C(=O)OC)OS(=O)(=O)C(F)(F)F ((S)-methyl 3-(2-methylpiperidin-1-yl)-2-(trifluoromethylsulfonyloxy)quinoxaline-6-carboxylate), [O-]P(=O)([O-])[O-].[K+].[K+].[K+] (K3PO4). Reagents/catalysts: O (water), C=1C=CC(=CC1)[P](C=2C=CC=CC2)(C=3C=CC=CC3)[Pd]([P](C=4C=CC=CC4)(C=5C=CC=CC5)C=6C=CC=CC6)([P](C=7C=CC=CC7)(C=8C=CC=CC8)C=9C=CC=CC9)[P](C=1C=CC=CC1)(C=1C=CC=CC1)C=1C=CC=CC1 (Pd(PPh3)4). Run in O1CCOCC1 (dioxane). Conditions: temperature 95 celsius, time 1 hour. Product: FC1=C(C=CC(=C1)F)C1=NC2=CC=C(C=C2N=C1N1[C@H](CCCC1)C)C(=O)OC ((S)-methyl 2-(2,4-difluorophenyl)-3-(2-methylpiperidin-1-yl)quinoxaline-6-carboxylate). The yield is 70.0%. Reaction SMILES: [F:1][C:2]1[CH:7]=[C:6]([F:8])[CH:5]=[CH:4][C:3]=1B(O)O.[CH3:12][C@H:13]1[CH2:18][CH2:17][CH2:16][CH2:15][N:14]1[C:19]1[C:20](OS(C(F)(F)F)(=O)=O)=[N:21][C:22]2[C:27]([N:28]=1)=[CH:26][C:25]([C:29]([O:31][CH3:32])=[O:30])=[CH:24][CH:23]=2.[O-]P([O-])([O-])=O.[K+].[K+].[K+]>O1CCOCC1.O.C1C=CC([P]([Pd]([P](C2C=CC=CC=2)(C2C=CC=CC=2)C2C=CC=CC=2)([P](C2C=CC=CC=2)(C2C=CC=CC=2)C2C=CC=CC=2)[P](C2C=CC=CC=2)(C2C=CC=CC=2)C2C=CC=CC=2)(C2C=CC=CC=2)C2C=CC=CC=2)=CC=1>[F:1][C:2]1[CH:7]=[C:6]([F:8])[CH:5]=[CH:4][C:3]=1[C:20]1[C:19]([N:14]2[CH2:15][CH2:16][CH2:17][CH2:18][C@@H:13]2[CH3:12])=[N:28][C:27]2[C:22](=[CH:23][CH:24]=[C:25]([C:29]([O:31][CH3:32])=[O:30])[CH:26]=2)[N:21]=1 |f:2.3.4.5,^1:59,61,80,99|. Procedure: To a solution of (2,4-difluorophenyl)boronic acid (218.9 mg, 1.39 mmol) in dioxane (5.0 mL) and water (3 drops) was added (S)-methyl 3-(2-methylpiperidin-1-yl)-2-(trifluoromethylsulfonyloxy)quinoxaline-6-carboxylate (300 mg, 0.69 mmol), K3PO4 (293 mg, 1.38 mmol) and Pd(PPh3)4 (39.97 mg, 0.03 mmol) with stirring for 1 hour at 95° C. in an oil bath under an inert atmosphere of nitrogen. The reaction mixture was concentrated in vacuo to give a residue, which was purified via silica gel column chrom... Starting materials: O (water), Cl.Cl.C1(=CC=CC=C1)C1CCN(CC1)C1=CC=C(C=C1)N1CCN(CC1)C1=CC=C(C(=O)O)C=C1 (4-[4-[4-(4-phenylpiperidin-1-yl)phenyl]piperazin-1-yl]benzoic acid dihydrochloride salt), ON1N=NC2=C1C=CC=C2 (1-hydroxybenzotriazole), C(C)N=C=NCCCN(C)C (1-ethyl-3-(3′-dimethylaminopropyl)carbodiimide). Run in ClCCl (dichloromethane), ClCCl (dichloromethane). Reaction conditions: time 22 hour. The product is N1(N=NC2=C1C=CC=C2)OC(C2=CC=C(C=C2)N2CCN(CC2)C2=CC=C(C=C2)N2CCC(CC2)C2=CC=CC=C2)=O (4-[4-[4-(4-phenylpiperidin-1-yl)phenyl]piperazin-1-yl]benzoic acid benzotriazol-1-yl ester). Yield: 60.9%. Reaction SMILES: Cl.Cl.[C:3]1([CH:9]2[CH2:14][CH2:13][N:12]([C:15]3[CH:20]=[CH:19][C:18]([N:21]4[CH2:26][CH2:25][N:24]([C:27]5[CH:35]=[CH:34][C:30]([C:31]([OH:33])=[O:32])=[CH:29][CH:28]=5)[CH2:23][CH2:22]4)=[CH:17][CH:16]=3)[CH2:11][CH2:10]2)[CH:8]=[CH:7][CH:6]=[CH:5][CH:4]=1.O[N:37]1[C:41]2[CH:42]=[CH:43][CH:44]=[CH:45][C:40]=2[N:39]=[N:38]1.C(N=C=NCCCN(C)C)C.O>ClCCl>[N:37]1([O:32][C:31](=[O:33])[C:30]2[CH:29]=[CH:28][C:27]([N:24]3[CH2:23][CH2:22][N:21]([C:18]4[CH:17]=[CH:16][C:15]([N:12]5[CH2:13][CH2:14][CH:9]([C:3]6[CH:8]=[CH:7][CH:6]=[CH:5][CH:4]=6)[CH2:10][CH2:11]5)=[CH:20][CH:19]=4)[CH2:26][CH2:25]3)=[CH:35][CH:34]=2)[C:41]2[CH:42]=[CH:43][CH:44]=[CH:45][C:40]=2[N:39]=[N:38]1 |f:0.1.2|. Procedure: To a suspension of 4-[4-[4-(4-phenylpiperidin-1-yl)phenyl]piperazin-1-yl]benzoic acid dihydrochloride salt (0.62 g) and 1-hydroxybenzotriazole (0.2 g) in dichloromethane (12 ml) was added 1-ethyl-3-(3′-dimethylaminopropyl)carbodiimide (0.22 g) and stirred for 22 hours at ambient temperature. The reaction mixture was added to a mixture of water and dichloromethane. The organic layer was taken and dried over magnesium sulfate. The magnesium sulfate was filtered off, and the filtrate was evaporated... Reactants: C(CCC)C1=CC=C(N)C=C1 (4-n-butylaniline), C1(CC1)C1=CC=C(N)C=C1 (4-cyclopropylaniline), BrC(C(=O)OCC1=CC(=CC=C1)OC1=CC=CC=C1)C(C)C (m-phenoxybenzyl α-bromoisovalerate). Yields the product m-phenoxybenzyl ester, C(CCC)C1=CC=C(C=C1)N[C@@H](C(C)C)C(=O)O (N-(4-n-butylphenyl)valine). As a reaction SMILES: [CH2:1]([C:5]1[CH:11]=[CH:10][C:8]([NH2:9])=[CH:7][CH:6]=1)[CH2:2][CH2:3][CH3:4].C1(C2C=CC(N)=CC=2)CC1.Br[CH:23]([CH:41]([CH3:43])[CH3:42])[C:24]([O:26]CC1C=CC=C(OC2C=CC=CC=2)C=1)=[O:25]>>[CH2:1]([C:5]1[CH:6]=[CH:7][C:8]([NH:9][C@H:23]([C:24]([OH:26])=[O:25])[CH:41]([CH3:43])[CH3:42])=[CH:10][CH:11]=1)[CH2:2][CH2:3][CH3:4]. Reported procedure: Following the procedure of Example 1, each of 4-n-butylaniline and 4-cyclopropylaniline is reacted with m-phenoxybenzyl α-bromoisovalerate to yield the m-phenoxybenzyl ester of N-(4-n-butylphenyl)valine, MS m/e 431.2 (M+), and the m-phenoxybenzyl ester of N-(4-cyclopropylphenyl)valine, MS m/e 415.1 (M+).